From a dataset of the Open Reaction Database (ORD), a public repository of structured organic reaction records. describe an organic reaction: reactants, conditions, products, and yield Reactants: COC([C@H](CC(C)C)N1C(C=C(C1)OC1=CC(=CC=C1)C#N)=O)=O ((S)-2-[4-(3-cyano-phenoxy)-2-oxo-2,5-dihydro-pyrrol-1-yl]-4-methyl-pentanoic acid methyl ester), O.[OH-].[Li+] (lithium hydroxide monohydrate). Run in O1CCCC1 (tetrahydrofuran). Conditions: temperature 20 celsius, time 2 hour. The product is C(#N)C=1C=C(OC2=CC(N(C2)[C@H](C(=O)O)CC(C)C)=O)C=CC1 ((S)-2-[4-(3-cyano-phenoxy)-2-oxo-2,5-dihydro-pyrrol-1-yl]-4-methyl-pentanoic acid). Yield: 81.8%. RXN SMILES: C[O:2][C:3](=[O:24])[C@@H:4]([N:9]1[CH2:13][C:12]([O:14][C:15]2[CH:20]=[CH:19][CH:18]=[C:17]([C:21]#[N:22])[CH:16]=2)=[CH:11][C:10]1=[O:23])[CH2:5][CH:6]([CH3:8])[CH3:7].O.[OH-].[Li+]>O1CCCC1>[C:21]([C:17]1[CH:16]=[C:15]([CH:20]=[CH:19][CH:18]=1)[O:14][C:12]1[CH2:13][N:9]([C@@H:4]([CH2:5][CH:6]([CH3:7])[CH3:8])[C:3]([OH:24])=[O:2])[C:10](=[O:23])[CH:11]=1)#[N:22] |f:1.2.3|. Procedure: To a solution containing (S)-2-[4-(3-cyano-phenoxy)-2-oxo-2,5-dihydro-pyrrol-1-yl]-4-methyl-pentanoic acid methyl ester (2.20 g, 0.007 mol) in tetrahydrofuran (35 mL) was treated with an aqueous solution of lithium hydroxide monohydrate (0.5N, 28 mL, 0.014 mol). The mixture was stirred at 20° C. for 2 h, and the solvents evaporated. The residue was dissolved in water and washed with diethyl ether, and the diethyl ether layer discarded. The aqueous phase was acidified with dilute hydrochloric aci... Reactants: CC(C)(O)c1ccc(NC(=O)c2nc(C#N)c[nH]2)c(C2=CCCCC2)c1, CCOC(C)=O, ClC(Cl)Cl, O=C(O)C(F)(F)F, [N-]=[N+]=[N-], [Na+]. Product: CC(C)(N=[N+]=[N-])c1ccc(NC(=O)c2nc(C#N)c[nH]2)c(C2=CCCCC2)c1. As a reaction SMILES: [C:1]1([c:7]2[c:8]([NH:17][C:18](=[O:19])[c:20]3[nH:21][cH:22][c:23]([C:25]#[N:26])[n:24]3)[cH:9][cH:10][c:11]([C:13]([CH3:14])([CH3:15])[OH:16])[cH:12]2)=[CH:2][CH2:3][CH2:4][CH2:5][CH2:6]1.[CH3:38][CH2:39][O:40][C:41]([CH3:42])=[O:43].[CH:44]([Cl:45])([Cl:46])[Cl:47].[F:31][C:32]([F:33])([F:34])[C:35]([OH:36])=[O:37].[N-:27]=[N+:28]=[N-:29].[Na+:30]>>[C:1]1([c:7]2[c:8]([NH:17][C:18](=[O:19])[c:20]3[nH:21][cH:22][c:23]([C:25]#[N:26])[n:24]3)[cH:9][cH:10][c:11]([C:13]([CH3:14])([CH3:15])[N:27]=[N+:28]=[N-:29])[cH:12]2)=[CH:2][CH2:3][CH2:4][CH2:5][CH2:6]1. The reactants are C(C)[C@H]1OC2=C(N(C1=O)CC)C=CC(=C2)C(=O)OC ((R)-2,4-diethyl-7-methoxycarbonyl-3-oxo-3,4-dihydro-2H-1,4-benzoxazine). The solvent is Cl (hydrochloric acid). The product is C(C)[C@H]1OC2=C(N(C1=O)CC)C=CC(=C2)C(=O)O ((R)-2,4-diethyl-3-oxo-3,4-dihydro-2H-1,4-benzoxazine-7-carboxylic acid). Yield: 70.4%. As a reaction SMILES: [CH2:1]([C@@H:3]1[C:8](=[O:9])[N:7]([CH2:10][CH3:11])[C:6]2[CH:12]=[CH:13][C:14]([C:16]([O:18]C)=[O:17])=[CH:15][C:5]=2[O:4]1)[CH3:2]>Cl>[CH2:1]([C@@H:3]1[C:8](=[O:9])[N:7]([CH2:10][CH3:11])[C:6]2[CH:12]=[CH:13][C:14]([C:16]([OH:18])=[O:17])=[CH:15][C:5]=2[O:4]1)[CH3:2]. Reported procedure: A mixture of (R)-2,4-diethyl-7-methoxycarbonyl-3-oxo-3,4-dihydro-2H-1,4-benzoxazine (1.80 g) in concentrated hydrochloric acid (30 ml) was stirred under reflux for a day. The concentrated hydrochloric acid was distilled off under reduced pressure to give (R)-2,4-diethyl-3-oxo-3,4-dihydro-2H-1,4-benzoxazine-7-carboxylic acid (1.20 g).